From a dataset of the Open Reaction Database (ORD), a public repository of structured organic reaction records. describe an organic reaction: reactants, conditions, products, and yield The reactants are C[Si](C)(C)CCOCn1nc(-c2cccc(Br)c2)c2cnc(NCCN3CCOCC3)nc21, CC(C)(C)OC(=O)NCCC(N)c1ccccc1, C1COCCO1, [K+], [K+], N#N, O=C([O-])[O-], O=C(C=Cc1ccccc1)C=Cc1ccccc1, O=C(C=Cc1ccccc1)C=Cc1ccccc1, O=C(C=Cc1ccccc1)C=Cc1ccccc1, [Pd], [Pd]. The product is CC(C)(C)OC(=O)NCCC(Nc1cccc(-c2nn(COCC[Si](C)(C)C)c3nc(NCCN4CCOCC4)ncc23)c1)c1ccccc1. RXN SMILES: [Br:1][c:2]1[cH:3][c:4](-[c:8]2[n:9][n:10]([CH2:26][O:27][CH2:28][CH2:29][Si:30]([CH3:31])([CH3:32])[CH3:33])[c:11]3[n:12][c:13]([NH:17][CH2:18][CH2:19][N:20]4[CH2:21][CH2:22][O:23][CH2:24][CH2:25]4)[n:14][cH:15][c:16]23)[cH:5][cH:6][cH:7]1.[C:34]([CH3:35])([CH3:36])([CH3:37])[O:38][C:39]([NH:40][CH2:41][CH2:42][CH:43]([c:44]1[cH:45][cH:46][cH:47][cH:48][cH:49]1)[NH2:50])=[O:51].[CH2:116]1[O:117][CH2:118][CH2:119][O:120][CH2:121]1.[K+:52].[K+:53].[N:58]#[N:59].[O-:54][C:55]([O-:56])=[O:57].[O:62]=[C:63]([CH:64]=[CH:65][c:66]1[cH:67][cH:68][cH:69][cH:70][cH:71]1)[CH:72]=[CH:73][c:74]1[cH:75][cH:76][cH:77][cH:78][cH:79]1.[O:80]=[C:81]([CH:82]=[CH:83][c:84]1[cH:85][cH:86][cH:87][cH:88][cH:89]1)[CH:90]=[CH:91][c:92]1[cH:93][cH:94][cH:95][cH:96][cH:97]1.[O:98]=[C:99]([CH:100]=[CH:101][c:102]1[cH:103][cH:104][cH:105][cH:106][cH:107]1)[CH:108]=[CH:109][c:110]1[cH:111][cH:112][cH:113][cH:114][cH:115]1.[Pd:60].[Pd:61]>>[c:2]1([NH:50][CH:43]([CH2:42][CH2:41][NH:40][C:39]([O:38][C:34]([CH3:35])([CH3:36])[CH3:37])=[O:51])[c:44]2[cH:45][cH:46][cH:47][cH:48][cH:49]2)[cH:3][c:4](-[c:8]2[n:9][n:10]([CH2:26][O:27][CH2:28][CH2:29][Si:30]([CH3:31])([CH3:32])[CH3:33])[c:11]3[n:12][c:13]([NH:17][CH2:18][CH2:19][N:20]4[CH2:21][CH2:22][O:23][CH2:24][CH2:25]4)[n:14][cH:15][c:16]23)[cH:5][cH:6][cH:7]1. Yields the product CC(C)c1ccc2c(c1)c(Sc1ccccc1)c(C(C)C(=O)O)n2Cc1ccc(Cl)cc1. Reaction SMILES: [CH3:43][OH:44].[Cl:1][c:2]1[cH:3][cH:4][c:5]([CH2:6][n:7]2[c:8]([CH:26]([C:27](=[O:28])[O:29][CH2:30][CH3:31])[CH3:32])[c:9]([S:19][c:20]3[cH:21][cH:22][cH:23][cH:24][cH:25]3)[c:10]3[cH:11][c:12]([CH:16]([CH3:17])[CH3:18])[cH:13][cH:14][c:15]23)[cH:33][cH:34]1.[ClH:37].[Li+:36].[O:38]1[CH2:39][CH2:40][CH2:41][CH2:42]1.[OH-:35]>>[Cl:1][c:2]1[cH:3][cH:4][c:5]([CH2:6][n:7]2[c:8]([CH:26]([C:27](=[O:28])[OH:29])[CH3:32])[c:9]([S:19][c:20]3[cH:21][cH:22][cH:23][cH:24][cH:25]3)[c:10]3[cH:11][c:12]([CH:16]([CH3:17])[CH3:18])[cH:13][cH:14][c:15]23)[cH:33][cH:34]1. The reactants are CO, CCOC(=O)C(C)c1c(Sc2ccccc2)c2cc(C(C)C)ccc2n1Cc1ccc(Cl)cc1, Cl, [Li+], C1CCOC1, [OH-]. Starting materials: O=C(NC1Cc2ccccc2C1)c1cccc(Br)c1, Brc1cccnc1, CC(=O)[O-], CCOC(C)=O, [K+], CN(C)C=O. Product: O=C(NC1Cc2ccccc2C1)c1cccc(-c2cccnc2)c1. Reaction SMILES: [Br:1][c:2]1[cH:3][c:4]([C:5](=[O:6])[NH:7][CH:8]2[CH2:9][c:10]3[cH:11][cH:12][cH:13][cH:14][c:15]3[CH2:16]2)[cH:17][cH:18][cH:19]1.[Br:25][c:26]1[cH:27][n:28][cH:29][cH:30][cH:31]1.[CH3:21][C:22](=[O:23])[O-:24].[CH3:37][CH2:38][O:39][C:40](=[O:41])[CH3:42].[K+:20].[O:32]=[CH:33][N:34]([CH3:35])[CH3:36]>>[c:2]1(-[c:26]2[cH:27][n:28][cH:29][cH:30][cH:31]2)[cH:3][c:4]([C:5](=[O:6])[NH:7][CH:8]2[CH2:9][c:10]3[cH:11][cH:12][cH:13][cH:14][c:15]3[CH2:16]2)[cH:17][cH:18][cH:19]1. Reactants: C(C)(C)(C)OC(=O)N[C@@H](CC1=CC=C(C=C1)OCC1=CC=CC=C1)C(=O)O (N-(t-butyloxycarbonyl)-4-benzyloxy-L-phenylalanine), CC1CC(CCC1C)N (3,4-dimethylcyclohexylamine), Cl.C(C)N=C=NCCCN(C)C (1-ethyl-3-(3-dimethylaminopropyl)carbodiimide hydrochloride). RXN SMILES: [C:1]([O:5][C:6]([NH:8][C@H:9]([C:25](O)=[O:26])[CH2:10][C:11]1[CH:16]=[CH:15][C:14]([O:17][CH2:18][C:19]2[CH:24]=[CH:23][CH:22]=[CH:21][CH:20]=2)=[CH:13][CH:12]=1)=[O:7])([CH3:4])([CH3:3])[CH3:2].[CH3:28][CH:29]1[CH:34]([CH3:35])[CH2:33][CH2:32][CH:31]([NH2:36])[CH2:30]1.Cl.C(N=C=NCCCN(C)C)C>C(Cl)Cl>[CH3:28][CH:29]1[CH:34]([CH3:35])[CH2:33][CH2:32][CH:31]([NH:36][C:25](=[O:26])[C@H:9]([CH2:10][C:11]2[CH:12]=[CH:13][C:14]([O:17][CH2:18][C:19]3[CH:24]=[CH:23][CH:22]=[CH:21][CH:20]=3)=[CH:15][CH:16]=2)[NH:8][C:6]([O:5][C:1]([CH3:4])([CH3:2])[CH3:3])=[O:7])[CH2:30]1 |f:2.3|. The product is CC1CC(CCC1C)NC([C@@H](NC(=O)OC(C)(C)C)CC1=CC=C(C=C1)OCC1=CC=CC=C1)=O (N-(t-butyloxycarbonyl)-4-benzyloxy-L-phenylalanine 3,4-dimethylcyclohexylamide). Reported procedure: N-(t-butyloxycarbonyl)-4-benzyloxy-L-phenylalanine (0.3 g) and 3,4-dimethylcyclohexylamine (0.1 g) were dissolved in dry methylene chloride (30 ml) and 1-ethyl-3-(3-dimethylaminopropyl)carbodiimide hydrochloride (0.2 g) was added to the solution, followed by stirring at room temperature for 12 hours. According to a conventional post-treatment, N-(t-butyloxycarbonyl)-4-benzyloxy-L-phenylalanine 3,4-dimethylcyclohexylamide (I) (0.32 g) was obtained. The above compound (I) (0.3 g) was allowed to re... Run in C(Cl)Cl (methylene chloride). Reaction conditions: time 12 hour. Yield: 84.7%. The reactants are FC1=CC(=C(C=C1)C=CC(=O)O)C(F)(F)F (3-(4-fluoro-2-trifluoromethyl-phenyl)-acrylic acid), C(C(=O)Cl)(=O)Cl (oxalyl chloride), amide, N (ammonia). Run in C1CCOC1 (THF), CN(C=O)C (N,N-dimethyl formamide). Reaction conditions: time 3 hour. The product is FC1=CC(=C(C=C1)C=CC(=O)N)C(F)(F)F (3-(4-fluoro-2-trifluoromethyl-phenyl)-acrylamide). Yield: 40.0%. As a reaction SMILES: [F:1][C:2]1[CH:7]=[CH:6][C:5]([CH:8]=[CH:9][C:10](O)=[O:11])=[C:4]([C:13]([F:16])([F:15])[F:14])[CH:3]=1.C(Cl)(=O)C(Cl)=O.[NH3:23]>C1COCC1.CN(C)C=O>[F:1][C:2]1[CH:7]=[CH:6][C:5]([CH:8]=[CH:9][C:10]([NH2:23])=[O:11])=[C:4]([C:13]([F:16])([F:15])[F:14])[CH:3]=1. Reported procedure: To a suspension of 3-(4-fluoro-2-trifluoromethyl-phenyl)-acrylic acid (1.22 g, 5.2 mmol) in THF (10 ml) and N,N-dimethyl formamide (0.2 ml) a solution oxalyl chloride (0.99 g, 7.80 mmol) was added dropwise at 0° C. within 45 min. Stirring was continued at 0–5° C. for 30 min. and 3 h at room temperature thereafter. The resulting solution was cooled to 0–5° C. again and then added within 15 min. to 12 ml of a 25% aqueous ammonia solution. After stirring for 30 min. the precipitated amide was colle... Reactants: C(C1=CC=CC=C1)OC(=O)N1CCC2(CC(N(C2=O)O)=O)CC1 (8-benzyloxycarbonyl-2-hydroxy-2,8-diazaspiro[4,5]decane-1,3-dione), [H-].[Na+] (sodium hydride), ClCC#N (chloroacetonitrile). Run in CN(C=O)C (dimethylformamide). Conditions: time 1 hour. Yields the product C(C1=CC=CC=C1)OC(=O)N1CCC2(CC(N(C2=O)OCC#N)=O)CC1 (8-Benzyloxycarbonyl-2-cyanomethyloxy-2,8-diazaspiro[4,5]decane-1,3-dione). As a reaction SMILES: [CH2:1]([O:8][C:9]([N:11]1[CH2:23][CH2:22][C:14]2([C:18](=[O:19])[N:17]([OH:20])[C:16](=[O:21])[CH2:15]2)[CH2:13][CH2:12]1)=[O:10])[C:2]1[CH:7]=[CH:6][CH:5]=[CH:4][CH:3]=1.[H-].[Na+].Cl[CH2:27][C:28]#[N:29]>CN(C)C=O>[CH2:1]([O:8][C:9]([N:11]1[CH2:23][CH2:22][C:14]2([C:18](=[O:19])[N:17]([O:20][CH2:27][C:28]#[N:29])[C:16](=[O:21])[CH2:15]2)[CH2:13][CH2:12]1)=[O:10])[C:2]1[CH:3]=[CH:4][CH:5]=[CH:6][CH:7]=1 |f:1.2|. Reported procedure: To a solution of 8-benzyloxycarbonyl-2-hydroxy-2,8-diazaspiro[4,5]decane-1,3-dione (0.96 g) in dimethylformamide (5 ml) was added 132 mg of sodium hydride (60% in oil), and the mixture was stirred for one hour at room temperature. To the reaction mixture was added 210 μl of chloroacetonitrile, and the mixture was stirred for 2 hours at room temperature. The reaction mixture was treated in the same manner as in Example 40 to obtain 1.0 g of a non-crystalline solid. Yields the product Cl.C(C)NC(C)C1(CCC1)C1=CC(=C(C=C1)Cl)Cl (N-ethyl-1-[1-(3,4-dichlorophenyl)cyclobutyl]ethylamine hydrochloride). The reactants are [OH-].[Na+] (sodium hydroxide), [BH4-].[Na+] (Sodium borohydride), ClC=1C=C(C=CC1Cl)C1(CCC1)C(C)N (1-[1-(3,4-dichlorophenyl)cyclobutyl]ethylamine), Cl.ClC=1C=C(C=CC1Cl)C1(CCC1)C(C)N (1-[1-(3,4-dichlorophenyl)cyclobutyl]ethylamine hydrochloride), [OH-].[Na+] (sodium hydroxide). The solvent is C(C)(=O)O (acetic acid). RXN SMILES: [BH4-].[Na+].[Cl:3][C:4]1C=C(C2(C(N)C)CCC2)C=C[C:9]=1Cl.Cl.[Cl:19][C:20]1[CH:21]=[C:22]([C:27]2([CH:31]([NH2:33])[CH3:32])[CH2:30][CH2:29][CH2:28]2)[CH:23]=[CH:24][C:25]=1[Cl:26].[OH-].[Na+]>C(O)(=O)C>[ClH:3].[CH2:4]([NH:33][CH:31]([C:27]1([C:22]2[CH:23]=[CH:24][C:25]([Cl:26])=[C:20]([Cl:19])[CH:21]=2)[CH2:30][CH2:29][CH2:28]1)[CH3:32])[CH3:9] |f:0.1,3.4,5.6,8.9|. Procedure details: Sodium borohydride (2.0 g) was added to solution of 1-[1-(3,4-dichlorophenyl)cyclobutyl]ethylamine (1.5 g prepared by treating the product of Example 1 with aqueous sodium hydroxide) in glacial acetic acid (30 ml). The mixture was heated at 95°-100° C. for sixteen hours and then cooled. Aqueous sodium hydroxide solution was added and the reaction mixture extracted with ether. The ether extract was shaken with 5N hydrochloric acid and the aqueous layer was washed with ether, basified and extracte... Starting materials: FC1=CC=C(C=C1)C1=NC(=NC(=C1)O)C (4-(4-fluorophenyl)-6-hydroxy-2-methylpyrimidine), P(=O)(Cl)(Cl)Cl (phosphorus oxychloride), O (water). Run in C(C)#N (acetonitrile). Conditions: time 4 hour. The product is ClC1=NC(=NC(=C1)C1=CC=C(C=C1)F)C (4-chloro-6-(4-fluorophenyl)-2-methylpyrimidine). Isolated yield 97.0%. Reaction SMILES: [F:1][C:2]1[CH:7]=[CH:6][C:5]([C:8]2[CH:13]=[C:12](O)[N:11]=[C:10]([CH3:15])[N:9]=2)=[CH:4][CH:3]=1.P(Cl)(Cl)([Cl:18])=O.O>C(#N)C>[Cl:18][C:12]1[CH:13]=[C:8]([C:5]2[CH:6]=[CH:7][C:2]([F:1])=[CH:3][CH:4]=2)[N:9]=[C:10]([CH3:15])[N:11]=1. Procedure: 13.8 kg of 4-(4-fluorophenyl)-6-hydroxy-2-methylpyrimidine and 11.5 kg of phosphorus oxychloride were refluxed in acetonitrile, and stirred for 4 hours. The reaction solution was combined with water, and the precipitated crystal was separated, and the resultant crystal was washed and dried to obtain 14.6 kg of the target compound as a pale yellow crystal. Starting materials: C(C1=CC=CC=C1)OC1=CC=C(C=C1)C1=NC=2N=C(N(C(C2N1COCC[Si](C)(C)C)=O)CCC)C1=CC(=CC=C1)C(F)(F)F (8-(4-Benzyloxy-phenyl)-1-propyl-2-(3-trifluoromethyl-phenyl)-7-(2-trimethylsilanyl-ethoxymethyl)-1,7-dihydro-purin-6-one), O (water), C(=O)[O-].[NH4+] (ammonium formate). Reagents/catalysts: [Pd] (Pd/C). Run in CN(C)C=O (DMF). Reaction conditions: temperature 80 celsius. Yields the product OC1=CC=C(C=C1)C1=NC=2N=C(N(C(C2N1COCC[Si](C)(C)C)=O)CCC)C1=CC(=CC=C1)C(F)(F)F (8-(4-Hydroxy-phenyl)-1-propyl-2-(3-trifluoromethyl-phenyl)-7-(2-trimethylsilanyl-ethoxymethyl)-1,7-dihydro-purin-6-one). Isolated yield 181.3%. As a reaction SMILES: C([O:8][C:9]1[CH:14]=[CH:13][C:12]([C:15]2[N:23]([CH2:24][O:25][CH2:26][CH2:27][Si:28]([CH3:31])([CH3:30])[CH3:29])[C:22]3[C:21](=[O:32])[N:20]([CH2:33][CH2:34][CH3:35])[C:19]([C:36]4[CH:41]=[CH:40][CH:39]=[C:38]([C:42]([F:45])([F:44])[F:43])[CH:37]=4)=[N:18][C:17]=3[N:16]=2)=[CH:11][CH:10]=1)C1C=CC=CC=1.O.C([O-])=O.[NH4+]>CN(C=O)C.[Pd]>[OH:8][C:9]1[CH:10]=[CH:11][C:12]([C:15]2[N:23]([CH2:24][O:25][CH2:26][CH2:27][Si:28]([CH3:31])([CH3:30])[CH3:29])[C:22]3[C:21](=[O:32])[N:20]([CH2:33][CH2:34][CH3:35])[C:19]([C:36]4[CH:41]=[CH:40][CH:39]=[C:38]([C:42]([F:45])([F:44])[F:43])[CH:37]=4)=[N:18][C:17]=3[N:16]=2)=[CH:13][CH:14]=1 |f:2.3|. Reported procedure: To a solution of 8-(4-Benzyloxy-phenyl)-1-propyl-2-(3-trifluoromethyl-phenyl)-7-(2-trimethylsilanyl-ethoxymethyl)-1,7-dihydro-purin-6-one (0.217 g, 0.24 mmol) in DMF:water (2.5 ml), 10% Pd/C (0.120 g) and ammonium formate (0.431 g, 6.8 mmol) were added and refluxed at 80° C. for 2 hours. The mixture was cooled and filtered through celite bed, solvent was evaporated and the residue was diluted with water (10 ml), acidified with citric acid and extracted with ethyl acetate (3×10 ml). The organic l...